describe an organic reaction: reactants, conditions, products, and yield From a dataset of the Open Reaction Database (ORD), a public repository of structured organic reaction records. Starting materials: ClC(Cl)(Cl)Cl, CC(Cl)Cl, c1ccc(P(c2ccccc2)c2ccccc2)cc1, O=c1[nH]cnc2cc3ccccc3cc12. Product: Clc1ncnc2cc3ccccc3cc12. Reaction SMILES: [C:35]([Cl:36])([Cl:37])([Cl:38])[Cl:39].[Cl:40][CH:41]([Cl:42])[CH3:43].[c:16]1([P:17]([c:18]2[cH:19][cH:20][cH:21][cH:22][cH:23]2)[c:24]2[cH:25][cH:26][cH:27][cH:28][cH:29]2)[cH:30][cH:31][cH:32][cH:33][cH:34]1.[n:1]1[cH:2][nH:3][c:4](=[O:15])[c:5]2[cH:6][c:7]3[c:8]([cH:9][c:10]12)[cH:11][cH:12][cH:13][cH:14]3>>[n:1]1[cH:2][n:3][c:4]([Cl:36])[c:5]2[cH:6][c:7]3[c:8]([cH:9][c:10]12)[cH:11][cH:12][cH:13][cH:14]3. Reactants: NCC(=O)N(C1=CC=CC=C1)CC1=CC=CC=C1 (2-amino-N-benzyl-N-phenylacetamide), CC=1C=C(C=CC1)N=C=O (3-methylphenyl isocyanate). The product is C(C1=CC=CC=C1)N(C(CNC(=O)NC1=CC(=CC=C1)C)=O)C1=CC=CC=C1 (N-benzyl-N-phenyl-2-[3-(3-methylphenyl)ureido]acetamide). Yield: 77.9%. RXN SMILES: [NH2:1][CH2:2][C:3]([N:5]([CH2:12][C:13]1[CH:18]=[CH:17][CH:16]=[CH:15][CH:14]=1)[C:6]1[CH:11]=[CH:10][CH:9]=[CH:8][CH:7]=1)=[O:4].[CH3:19][C:20]1[CH:21]=[C:22]([N:26]=[C:27]=[O:28])[CH:23]=[CH:24][CH:25]=1>>[CH2:12]([N:5]([C:6]1[CH:11]=[CH:10][CH:9]=[CH:8][CH:7]=1)[C:3](=[O:4])[CH2:2][NH:1][C:27]([NH:26][C:22]1[CH:23]=[CH:24][CH:25]=[C:20]([CH3:19])[CH:21]=1)=[O:28])[C:13]1[CH:18]=[CH:17][CH:16]=[CH:15][CH:14]=1. Procedure details: Working in a manner similar to that described in Example 1, but starting with 2-amino-N-benzyl-N-phenylacetamide (1.9 g) and 3-methylphenyl isocyanate (1.1 g), and after recrystallization in acetonitrile, N-benzyl-N-phenyl-2-[3-(3-methylphenyl)ureido]acetamide (2.3 g), m.p. 175° C., is obtained. Starting materials: C1(CC1)C(CC)=O (1-cyclopropyl-1-propanone), NC1=NC=C(C=C1)[N+](=O)[O-] (2-amino-5-nitropyridine). Solvent: C(C)(=O)OCC (ethyl acetate). Yields the product C1(CC1)C=1N=C2N(C=C(C=C2)[N+](=O)[O-])C1C (2-Cyclopropyl-3-methyl-6-nitroimidazo[1,2-a]pyridine). As a reaction SMILES: [CH:1]1([C:4](=O)[CH2:5][CH3:6])[CH2:3][CH2:2]1.[NH2:8][C:9]1[CH:14]=[CH:13][C:12]([N+:15]([O-:17])=[O:16])=[CH:11][N:10]=1>C(OCC)(=O)C>[CH:1]1([C:4]2[N:8]=[C:9]3[CH:14]=[CH:13][C:12]([N+:15]([O-:17])=[O:16])=[CH:11][N:10]3[C:5]=2[CH3:6])[CH2:3][CH2:2]1. Procedure: Operations similar to Production Example 1-(1) were conducted using 1-cyclopropyl-1-propanone, and successively those of Production 1-(2) were conducted using 2-amino-5-nitropyridine. The solid whereupon obtained was suspended in ethyl acetate, washed with saturated aqueous sodium hydrogencarbonate solution and purified by silica gel column chromatography (hexane/ethyl acetate=4/1) to provide the title compounds as yellow crystals. The reactants are [Na+].S (sodium polysulfide), BrCCOC (1-bromo-2-methoxy ethane). Run at temperature 23.5 celsius. Product: COCCSSCCOC (bis(methoxyethyl)disulfide). As a reaction SMILES: [Na+].[SH2:2].Br[CH2:4][CH2:5][O:6][CH3:7]>>[CH3:7][O:6][CH2:5][CH2:4][S:2][S:2][CH2:4][CH2:5][O:6][CH3:7] |f:0.1|. Procedure details: To 8 mL of the sodium polysulfide solution of Example 1 was added 1-bromo-2-methoxy ethane (3.7 g) with stirring at 22-25° C. Extraction of the reaction mixture with ether, washing of the ethereal solution with water, and concentration gave an oil. Distillation of the oil yielded 1.0 g of bis(methoxyethyl)disulfide. Analysis of the oil gave the following results: C, 38.27%; H, 7.82%; S, 36.18%. Calculated for C6H14O2S2: C, 39.56%; H, 7.69%; S, 35.16%. Reactants: Cl (HCl), ClCCCC(=O)Cl (4-chlorobutyryl chloride), C1(=CC=CC=C1)CC(=O)NN (phenylacetic hydrazide), CCN(C(C)C)C(C)C (DIPEA). Solvent: C(Cl)Cl (DCM), C(Cl)Cl (DCM). Run at time 40 minute. Yields the product ClCCCC(=O)NNC(CC1=CC=CC=C1)=O (4-chloro-N′-(phenylacetyl)butanohydrazide). Reaction SMILES: [Cl:1][CH2:2][CH2:3][CH2:4][C:5](Cl)=[O:6].[C:8]1([CH2:14][C:15]([NH:17][NH2:18])=[O:16])[CH:13]=[CH:12][CH:11]=[CH:10][CH:9]=1.CCN(C(C)C)C(C)C.Cl>C(Cl)Cl>[Cl:1][CH2:2][CH2:3][CH2:4][C:5]([NH:18][NH:17][C:15](=[O:16])[CH2:14][C:8]1[CH:9]=[CH:10][CH:11]=[CH:12][CH:13]=1)=[O:6]. Procedure details: To 4-chlorobutyryl chloride (1.12 ml, 10 mmol) in dry DCM (10 ml) was added, dropwise, over 40 min, a mixture of phenylacetic hydrazide (1.5 g, 10 mmol) and DIPEA (1.77 ml, 10.2 mmol) in dry DCM (40 ml) at room temperature. A dense white precipitate formed. After a further 20 min. 2M HCl (30 ml) was added and the title compound (white solid) was filtered off, washed with water and dried (2.24 g). Starting materials: CC(COS(C)(=O)=O)N1c2ccccc2Sc2ccc(C#N)cc21, CCN, Cc1ccccc1. Yields the product CCNCC(C)N1c2ccccc2Sc2ccc(C#N)cc21. RXN SMILES: [CH3:1][S:2]([O:3][CH2:6][CH:7]([CH3:8])[N:9]1[c:10]2[cH:11][cH:12][cH:13][cH:14][c:15]2[S:16][c:17]2[cH:18][cH:19][c:20]([C:23]#[N:24])[cH:21][c:22]21)(=[O:4])=[O:5].[CH3:25][CH2:26][NH2:27].[CH3:28][c:29]1[cH:30][cH:31][cH:32][cH:33][cH:34]1>>[CH2:6]([CH:7]([CH3:8])[N:9]1[c:10]2[cH:11][cH:12][cH:13][cH:14][c:15]2[S:16][c:17]2[cH:18][cH:19][c:20]([C:23]#[N:24])[cH:21][c:22]21)[NH:27][CH2:26][CH3:25]. The reactants are NC1=C(C=CC(=C1)C(F)(F)F)C1=CC(=NC=N1)OC1=CC=CC2=C1N=C(S2)NC(C)=O (N-(4-(6-(2-Amino-4-(trifluoromethyl)phenyl)pyrimidin-4-yloxy)benzo[d]thiazol-2-yl)acetamide), CN1C=NC=C1C=O (1-methyl-1H-imidazole-5-carbaldehyde). Product: CN1C=NC=C1CNC1=C(C=CC(=C1)C(F)(F)F)C1=CC(=NC=N1)OC1=CC=CC2=C1N=C(S2)NC(C)=O (N-(4-(6-(2-((1-Methyl-1H-imidazol-5-yl)methylamino)-4-(trifluoromethyl)-phenyl)pyrimidin-4-yloxy)benzo[d]thiazol-2-yl)acetamide). Reaction SMILES: [NH2:1][C:2]1[CH:7]=[C:6]([C:8]([F:11])([F:10])[F:9])[CH:5]=[CH:4][C:3]=1[C:12]1[N:17]=[CH:16][N:15]=[C:14]([O:18][C:19]2[C:24]3[N:25]=[C:26]([NH:28][C:29](=[O:31])[CH3:30])[S:27][C:23]=3[CH:22]=[CH:21][CH:20]=2)[CH:13]=1.[CH3:32][N:33]1[C:37]([CH:38]=O)=[CH:36][N:35]=[CH:34]1>>[CH3:32][N:33]1[C:37]([CH2:38][NH:1][C:2]2[CH:7]=[C:6]([C:8]([F:11])([F:9])[F:10])[CH:5]=[CH:4][C:3]=2[C:12]2[N:17]=[CH:16][N:15]=[C:14]([O:18][C:19]3[C:24]4[N:25]=[C:26]([NH:28][C:29](=[O:31])[CH3:30])[S:27][C:23]=4[CH:22]=[CH:21][CH:20]=3)[CH:13]=2)=[CH:36][N:35]=[CH:34]1. Reported procedure: N-(4-(6-(2-Amino-4-(trifluoromethyl)phenyl)pyrimidin-4-yloxy)benzo[d]thiazol-2-yl)acetamide (prepared as described in WO04014871) was reacted with 1-methyl-1H-imidazole-5-carbaldehyde (Acros) under the conditions of Example 54 to give the title compound. MS (ESI, pos. ion) m/z: 540 (M+1). Mp: 263.0-265.2° C.